From a dataset of the Open Reaction Database (ORD), a public repository of structured organic reaction records. describe an organic reaction: reactants, conditions, products, and yield Starting materials: CCN(C(C)C)C(C)C, ClCCCl, C1CCOC1, COC(=O)CN1C(=O)C(N)c2ccccc2-c2ccccc21, CC(C(=O)O)C(=O)NCC(F)(F)C(F)(F)F, On1nnc2ccccc21. Yields the product COC(=O)CN1C(=O)C(NC(=O)C(C)C(=O)NCC(F)(F)C(F)(F)F)c2ccccc2-c2ccccc21. As a reaction SMILES: [CH2:49]([N:50]([CH:51]([CH3:52])[CH3:53])[CH:54]([CH3:55])[CH3:56])[CH3:57].[CH2:58]([Cl:59])[CH2:60][Cl:61].[CH2:62]1[O:63][CH2:64][CH2:65][CH2:66]1.[CH3:1][O:2][C:3]([CH2:4][N:5]1[c:6]2[c:7]([cH:18][cH:19][cH:20][cH:21]2)-[c:8]2[c:9]([cH:14][cH:15][cH:16][cH:17]2)[CH:10]([NH2:13])[C:11]1=[O:12])=[O:22].[CH3:23][CH:24]([C:25](=[O:26])[OH:27])[C:28](=[O:29])[NH:30][CH2:31][C:32]([C:33]([F:34])([F:35])[F:36])([F:37])[F:38].[OH:39][n:40]1[c:41]2[cH:42][cH:43][cH:44][cH:45][c:46]2[n:47][n:48]1>>[CH3:1][O:2][C:3]([CH2:4][N:5]1[c:6]2[c:7]([cH:18][cH:19][cH:20][cH:21]2)-[c:8]2[c:9]([cH:14][cH:15][cH:16][cH:17]2)[CH:10]([NH:13][C:25]([CH:24]([CH3:23])[C:28](=[O:29])[NH:30][CH2:31][C:32]([C:33]([F:34])([F:35])[F:36])([F:37])[F:38])=[O:26])[C:11]1=[O:12])=[O:22]. The reactants are CCO, COC(=O)C=Cc1ccc(-c2nc(-c3ccc(OC(C)C)c(Cl)c3)no2)cc1, Cl, [Na+], [OH-]. The product is CC(C)Oc1ccc(-c2noc(-c3ccc(C=CC(=O)O)cc3)n2)cc1Cl. As a reaction SMILES: [CH3:32][CH2:33][OH:34].[Cl:1][c:2]1[cH:3][c:4](-[c:12]2[n:13][o:14][c:15](-[c:17]3[cH:18][cH:19][c:20]([CH:23]=[CH:24][C:25](=[O:26])[O:27][CH3:28])[cH:21][cH:22]3)[n:16]2)[cH:5][cH:6][c:7]1[O:8][CH:9]([CH3:10])[CH3:11].[ClH:31].[Na+:30].[OH-:29]>>[Cl:1][c:2]1[cH:3][c:4](-[c:12]2[n:13][o:14][c:15](-[c:17]3[cH:18][cH:19][c:20]([CH:23]=[CH:24][C:25](=[O:26])[OH:27])[cH:21][cH:22]3)[n:16]2)[cH:5][cH:6][c:7]1[O:8][CH:9]([CH3:10])[CH3:11]. The reactants are [OH-].[Na+] (sodium hydroxide), [NH+]1=CC=C(C=C1)C (4-picolinium), C(C1=CC=CC=C1)=O (benzaldehyde), N1CCCCC1 (piperidine). Run in C(C)(C)O (isopropanol). Reaction conditions: time 2 hour. Product: 21, C(=CC1=CC=CC=C1)C1=CC=NC=C1 (4-styrylpyridine). Reaction SMILES: [NH+:1]1[CH:6]=[CH:5][C:4]([CH3:7])=[CH:3][CH:2]=1.[CH:8](=O)[C:9]1[CH:14]=[CH:13][CH:12]=[CH:11][CH:10]=1.N1CCCCC1.[OH-].[Na+]>C(O)(C)C>[CH:7]([C:4]1[CH:5]=[CH:6][N:1]=[CH:2][CH:3]=1)=[CH:8][C:9]1[CH:14]=[CH:13][CH:12]=[CH:11][CH:10]=1 |f:3.4|. Procedure details: To 67.5 parts of the 4-picolinium quaternary salt as in Example 13 but without the acid salt was added 100 parts isopropanol, 32.5 parts benzaldehyde, and one part piperidine. The resulting solution was boiled at reflux two hours, 100 parts 40% sodium hydroxide added, and the heating continued for two hours. The cooled mixture was extracted with chloroform, and the organic phase evaporated to dryness to yield a residue that was recrystallized from methanol-water to give 21 parts 4-styrylpyridine...